From a dataset of the Open Reaction Database (ORD), a public repository of structured organic reaction records. describe an organic reaction: reactants, conditions, products, and yield Starting materials: ClC1=C(C=C(C(=C1)O)I)C1=CC(=CC=C1)F (2-Chloro-3′-fluoro-5-iodobiphenyl-4-ol), C(CCC)[Sn](C1=CN=NC=C1)(CCCC)CCCC (4-(tributylstannyl)pyridazine), [F-].[Cs+] (Caesium fluoride). Reagents/catalysts: [Pd].C1(=CC=CC=C1)P(C1=CC=CC=C1)C1=CC=CC=C1.C1(=CC=CC=C1)P(C1=CC=CC=C1)C1=CC=CC=C1.C1(=CC=CC=C1)P(C1=CC=CC=C1)C1=CC=CC=C1.C1(=CC=CC=C1)P(C1=CC=CC=C1)C1=CC=CC=C1 (Tetrakis(triphenylphosphine) palladium (0)), [Cu]I (copper (I) iodide). Solvent: C(C)#N (acetonitrile). Conditions: temperature 50 celsius. Product: ClC1=C(C=C(C(=C1)O)C1=CN=NC=C1)C1=CC(=CC=C1)F (2-Chloro-3′-fluoro-5-(pyridazin-4-yl)biphenyl-4-ol). The yield is 23.6%. RXN SMILES: [Cl:1][C:2]1[CH:7]=[C:6]([OH:8])[C:5](I)=[CH:4][C:3]=1[C:10]1[CH:15]=[CH:14][CH:13]=[C:12]([F:16])[CH:11]=1.C([Sn](CCCC)(CCCC)[C:22]1[CH:27]=[CH:26][N:25]=[N:24][CH:23]=1)CCC.[F-].[Cs+]>C(#N)C.[Pd].C1(P(C2C=CC=CC=2)C2C=CC=CC=2)C=CC=CC=1.C1(P(C2C=CC=CC=2)C2C=CC=CC=2)C=CC=CC=1.C1(P(C2C=CC=CC=2)C2C=CC=CC=2)C=CC=CC=1.C1(P(C2C=CC=CC=2)C2C=CC=CC=2)C=CC=CC=1.[Cu]I>[Cl:1][C:2]1[CH:7]=[C:6]([OH:8])[C:5]([C:22]2[CH:27]=[CH:26][N:25]=[N:24][CH:23]=2)=[CH:4][C:3]=1[C:10]1[CH:15]=[CH:14][CH:13]=[C:12]([F:16])[CH:11]=1 |f:2.3,5.6.7.8.9|. Procedure details: 2-Chloro-3′-fluoro-5-iodobiphenyl-4-ol (Preparation 68, 480 mg, 1.38 mmol) and 4-(tributylstannyl)pyridazine (610 mg, 1.65 mmol) were dissolved in degassed acetonitrile (7 mL). Caesium fluoride (418 mg, 2.75 mmol) was added and the mixture further degassed. Tetrakis(triphenylphosphine) palladium (0) (159 mg, 0.14 mmol) and copper (I) iodide (79 mg, 0.41 mmol) were added and the reaction heated at 50° C. for 2 hours. The reaction mixture was cooled and filtered through celite, washing with ethyl ...